This data is from the Open Reaction Database (ORD), a public repository of structured organic reaction records. The task is: describe an organic reaction: reactants, conditions, products, and yield Starting materials: FC(C(=O)NCC1(COC1)NC1=NC(=NC2=CC=C(C=C12)C)N1CCS(C2=C(C1)C=CC=C2)=O)(F)F (2,2,2-trifluoro-N-[(3-{[6-methyl-2-(1-oxido-2,3-dihydro-1,4-benzothiazepin-4(5H)-yl)quinazolin-4-yl]amino}oxetan-3-yl)methyl]acetamide), [OH-].[Na+] (sodium hydroxide). Solvent: C(C)O (ethanol), O (water). Conditions: time 8 hour. The product is NCC1(COC1)NC1=NC(=NC2=CC=C(C=C12)C)N1CCS(C2=C(C1)C=CC=C2)=O (N-[3-(Aminomethyl)oxetan-3-yl]-6-methyl-2-(1-oxido-2,3-dihydro-1,4-benzothiazepin-4(5H)-yl)quinazolin-4-amine). The yield is 12.2%. As a reaction SMILES: FC(F)(F)C([NH:5][CH2:6][C:7]1([NH:11][C:12]2[C:21]3[C:16](=[CH:17][CH:18]=[C:19]([CH3:22])[CH:20]=3)[N:15]=[C:14]([N:23]3[CH2:29][C:28]4[CH:30]=[CH:31][CH:32]=[CH:33][C:27]=4[S:26](=[O:34])[CH2:25][CH2:24]3)[N:13]=2)[CH2:10][O:9][CH2:8]1)=O.[OH-].[Na+]>C(O)C.O>[NH2:5][CH2:6][C:7]1([NH:11][C:12]2[C:21]3[C:16](=[CH:17][CH:18]=[C:19]([CH3:22])[CH:20]=3)[N:15]=[C:14]([N:23]3[CH2:29][C:28]4[CH:30]=[CH:31][CH:32]=[CH:33][C:27]=4[S:26](=[O:34])[CH2:25][CH2:24]3)[N:13]=2)[CH2:8][O:9][CH2:10]1 |f:1.2|. Procedure: To a stirred of 2,2,2-trifluoro-N-[(3-{[6-methyl-2-(1-oxido-2,3-dihydro-1,4-benzothiazepin-4(5H)-yl)quinazolin-4-yl]amino}oxetan-3-yl)methyl]acetamide (70 mg, 0.135 mmol) in ethanol (5 mL) was added an aqueous solution of sodium hydroxide (5 N, 1 mL). After being stirred at room temperature overnight, the resulting mixture was diluted with water (15 mL), and extracted with dichloromethane (15 mL×3). The organic layers were combined, washed with brine, dried over sodium sulfate, and concentrated ... Reactants: COC1=C(C=C2C=CN(C2=C1)S(=O)(=O)C1=CC=CC=C1)OCCNC(C)=O (N-(2-{[6-methoxy-1-(phenylsulfonyl)-1H-indol-5-yl]oxy}ethyl)acetamide), COC1=C(C=C2C=CN(C2=C1)S(=O)(=O)C1=CC=CC=C1)OCCNC(C)=O (N-(2-{[6-methoxy-1-(phenylsulfonyl)-1H-indol-5-yl]oxy}ethyl)acetamide), P(=O)(Cl)(Cl)Cl (phosphoryl chloride). The solvent is C(C)#N (acetonitrile). Product: COC1=C2C(=C3C=CN(C3=C1)S(=O)(=O)C1=CC=CC=C1)C(=NCCO2)C (6-Methoxy-1-methyl-8-(phenylsulfonyl)-3,8-dihydro-4H-[1,4]oxazepino[6,7-e]indole). Yield: 1.0%. Reaction SMILES: [CH3:1][O:2][C:3]1[CH:11]=[C:10]2[C:6]([CH:7]=[CH:8][N:9]2[S:12]([C:15]2[CH:20]=[CH:19][CH:18]=[CH:17][CH:16]=2)(=[O:14])=[O:13])=[CH:5][C:4]=1[O:21][CH2:22][CH2:23][NH:24][C:25](=O)[CH3:26].P(Cl)(Cl)(Cl)=O>C(#N)C>[CH3:1][O:2][C:3]1[CH:11]=[C:10]2[C:6]([CH:7]=[CH:8][N:9]2[S:12]([C:15]2[CH:16]=[CH:17][CH:18]=[CH:19][CH:20]=2)(=[O:13])=[O:14])=[C:5]2[C:25]([CH3:26])=[N:24][CH2:23][CH2:22][O:21][C:4]=12. Reported procedure: To N-(2-{[6-methoxy-1-(phenylsulfonyl)-1H-indol-5-yl]oxy}ethyl)acetamide (Intermediate 33, 0.10 g, 2.7 mmol) dissolved in acetonitrile (150 mL), phosphoryl chloride (2 mL) was added and the reaction mixture was heated at reflux for 5 days. The solvent was removed under reduced pressure and the crude product was purified by preparative HPLC (XTerra C18, 50 mM NH4HCO3 pH 10-CH3CN) to give the title compound (0.010 g). MS m/z 371 [M+H]+. Starting materials: BrC1=CC(=C(C(=N1)Cl)NC)N (6-bromo-2-chloro-N3-methylpyridine-3,4-diamine), C(C)OC(OCC)OCC.C(C)(=O)OC(C)=O (triethylorthoformate Acetic anhydride). Run at temperature 155 celsius. Yields the product BrC1=CC2=C(C(=N1)Cl)N(C=N2)C (6-bromo-4-chloro-3-methyl-3H-imidazo[4,5-c]pyridine). Reaction SMILES: [Br:1][C:2]1[N:7]=[C:6]([Cl:8])[C:5]([NH:9][CH3:10])=[C:4]([NH2:11])[CH:3]=1.[CH2:12](OC(OCC)OCC)C.C(OC(=O)C)(=O)C>>[Br:1][C:2]1[N:7]=[C:6]([Cl:8])[C:5]2[N:9]([CH3:12])[CH:10]=[N:11][C:4]=2[CH:3]=1 |f:1.2|. Procedure details: The above crude diamine 2.59-A was dissolved in a mixture of triethylorthoformate:Acetic anhydride (1:1, 9 mL). The reaction mixture was heated to 155° C. for 1 h, cooled to rt and then evaporated. The residue was dissolved in 2.5M NaOH (20 mL) and heated at 50° C. 45 min. The resulting solution was cooled to rt, neutralized with AcOH, and cooled to 0° C. The precipitate was filtered to give 6-bromo-4-chloro-3-methyl-3H-imidazo[4,5-c]pyridine 2.60.